This data is from the Open Reaction Database (ORD), a public repository of structured organic reaction records. The task is: describe an organic reaction: reactants, conditions, products, and yield The product is CC(C)Oc1ccc(-c2noc(-c3ccc4c(c3)CN(CCC(=O)O)C4)n2)cc1Cl, Cl. The reactants are CCO, COC(=O)CCN1Cc2ccc(-c3nc(-c4ccc(OC(C)C)c(Cl)c4)no3)cc2C1, Cl, [Na+], [OH-]. Reaction SMILES: [CH3:35][CH2:36][OH:37].[Cl:1][c:2]1[cH:3][c:4](-[c:12]2[n:13][o:14][c:15](-[c:17]3[cH:18][c:19]4[c:23]([cH:24][cH:25]3)[CH2:22][N:21]([CH2:26][CH2:27][C:28](=[O:29])[O:30][CH3:31])[CH2:20]4)[n:16]2)[cH:5][cH:6][c:7]1[O:8][CH:9]([CH3:10])[CH3:11].[ClH:34].[Na+:33].[OH-:32]>>[Cl:1][c:2]1[cH:3][c:4](-[c:12]2[n:13][o:14][c:15](-[c:17]3[cH:18][c:19]4[c:23]([cH:24][cH:25]3)[CH2:22][N:21]([CH2:26][CH2:27][C:28](=[O:29])[OH:30])[CH2:20]4)[n:16]2)[cH:5][cH:6][c:7]1[O:8][CH:9]([CH3:10])[CH3:11].[ClH:34]. Reactants: C(C)OC1=C(C=C(C=C1)S(=O)(=O)N1CCN(CC1)C)C1=NN2C(C(N1)=O)=C(N=C2CCC)C (2-[2-ethoxy-5-(4-methyl-piperazine-1-sulphonyl)-phenyl]-5-methyl-7-propyl-3H-imidazo[5,1-f][1,2,4]triazin4-one), C(C(O)C)(=O)O (lactic acid). Solvent: O (water), CCOCC (ether). Reaction conditions: time 10 minute. Product: C(C(O)C)(=O)O.C(C)OC1=C(C=C(C=C1)S(=O)(=O)N1CCN(CC1)C)C1=NN2C(C(N1)=O)=C(N=C2CCC)C (2-[2-Ethoxy-5-(4-methyl-piperazine-1-sulphonyl)-phenyl]-5-methyl-7-propyl-3H-imidazo[5,1-f][1,2,4]triazin-4-one lactate). RXN SMILES: [CH2:1]([O:3][C:4]1[CH:9]=[CH:8][C:7]([S:10]([N:13]2[CH2:18][CH2:17][N:16]([CH3:19])[CH2:15][CH2:14]2)(=[O:12])=[O:11])=[CH:6][C:5]=1[C:20]1[NH:25][C:24](=[O:26])[C:23]2=[C:27]([CH3:33])[N:28]=[C:29]([CH2:30][CH2:31][CH3:32])[N:22]2[N:21]=1)[CH3:2].[C:34]([OH:39])(=[O:38])[CH:35]([CH3:37])[OH:36]>CCOCC.O>[C:34]([OH:39])(=[O:38])[CH:35]([CH3:37])[OH:36].[CH2:1]([O:3][C:4]1[CH:9]=[CH:8][C:7]([S:10]([N:13]2[CH2:14][CH2:15][N:16]([CH3:19])[CH2:17][CH2:18]2)(=[O:12])=[O:11])=[CH:6][C:5]=1[C:20]1[NH:25][C:24](=[O:26])[C:23]2=[C:27]([CH3:33])[N:28]=[C:29]([CH2:30][CH2:31][CH3:32])[N:22]2[N:21]=1)[CH3:2] |f:4.5|. Procedure details: 100 mg (0.211 mmol) of 2-[2-ethoxy-5-(4-methyl-piperazine-1-sulphonyl)-phenyl]-5-methyl-7-propyl-3H-imidazo[5,1-f][1,2,4]triazin4-one are suspended in 5 ml of ether and admixed with 20 mg of an 85% strength solution of lactic acid in water. The mixture is stirred at room temperature for 10 minutes and evaporated to dryness. The residue is titrated with ether and filtered off with suction. This gives 110 mg (92%) of 2-[2-ethoxy-5-(4-methyl-piperazine-1-sulphonyl)-phenyl]-5-methyl-7-propyl-3H-imid...